Dataset: the Open Reaction Database (ORD), a public repository of structured organic reaction records. Task: describe an organic reaction: reactants, conditions, products, and yield Reactants: ClC=1C(=NC(=CC1)Cl)C(=O)O (3,6-dichloropyridine-2-carboxylic acid), CO (methanol). Reaction conditions: time 2 hour. Yields the product ClC=1C(=NC(=CC1)Cl)C(=O)OC (Methyl 3,6-Dichloropyridine-2-carboxylate). As a reaction SMILES: [Cl:1][C:2]1[C:3]([C:9]([OH:11])=[O:10])=[N:4][C:5]([Cl:8])=[CH:6][CH:7]=1.[CH3:12]O>>[Cl:1][C:2]1[C:3]([C:9]([O:11][CH3:12])=[O:10])=[N:4][C:5]([Cl:8])=[CH:6][CH:7]=1. Procedure: To a 3-neck round bottom flask equipped with a reflux condenser was added 3,6-dichloropyridine-2-carboxylic acid (50.0 g, 260.42 mmol) in methanol (200 mL). HCl(g) was bubbled in until solution became saturated and stirred at room temperature for 2 hr. The solution was concentrated to dryness in vacuo. Diethyl ether was added to make a slurry that was subsequently added to a flask filled with a 1:1 mixture of saturated sodium bicarbonate/diethyl ether and stirred for 10 min. The aqueous phase wa... Reactants: ClC1=CC(=C(C=C1)NC1=C(C#N)C=C(C=C1)C)[N+](=O)[O-] (2-(4-chloro-2-nitro-phenylamino)-5-methyl-benzonitrile), [Sn](Cl)Cl (tin (II) chloride). The solvent is C(C)O (ethanol), Cl (hydrochloric acid). Conditions: time 16 hour. The product is Cl.ClC=1C=CC2=C(N=C(C3=C(N2)C=CC(=C3)C)N)C1 (8-Chloro-2-methyl-5H-dibenzo[b,e][1,4]diazepin-11-ylamine hydrochloride). Yield: 139.8%. As a reaction SMILES: [Cl:1][C:2]1[CH:7]=[CH:6][C:5]([NH:8][C:9]2[CH:16]=[CH:15][C:14]([CH3:17])=[CH:13][C:10]=2[C:11]#[N:12])=[C:4]([N+:18]([O-])=O)[CH:3]=1.[Sn](Cl)Cl>C(O)C.Cl>[ClH:1].[Cl:1][C:2]1[CH:7]=[CH:6][C:5]2[NH:8][C:9]3[CH:16]=[CH:15][C:14]([CH3:17])=[CH:13][C:10]=3[C:11]([NH2:12])=[N:18][C:4]=2[CH:3]=1 |f:4.5|. Procedure: Heat a solution of 2-(4-chloro-2-nitro-phenylamino)-5-methyl-benzonitrile (1.63 g, 6.44 mmol) in ethanol (25 ml) to 60° C. To this add a solution of tin (II) chloride (3.22 g, 17.00 mmol) in 5.0 N hydrochloric acid (25 ml). Heat the resulting mixture to reflux for 16 hours. Cool the reaction to room temperature and place in a freezer for 16 hours. Collect by filtration the precipitated product from the solution and to obtain 1.325 g of the title compound (4.50 mmol, 80% yield) as a yellow amorph... Procedure: A mixture of trans-4-azido-N-tert-butoxycarbonyl-L-proline 3-quinolylamide (D, 526 mg) and 10% palladium on activated carbon (102 mg) in methanol (15 mL) was stirred at room temperature for 4 hr under hydrogen. The catalysts were removed by filtration and washed with methanol. The combined organic layers were evaporated in vacuo. The residue was purified by silica gel column chromatography (chloroform:methanol=20:1 to 5: 1, v/v) to afford the title compound (477 mg) as a colorless sticky oil. Solvent: CO (methanol). Conditions: time 4 hour. The reagents and catalysts are [Pd] (palladium on activated carbon). Starting materials: N1=CC(=CC2=CC=CC=C12)NC([C@H]1N(C[C@@H](C1)N=[N+]=[N-])C(=O)OC(C)(C)C)=O (trans-4-azido-N-tert-butoxycarbonyl-L-proline 3-quinolylamide). The yield is 97.3%. As a reaction SMILES: [N:1]1[C:10]2[C:5](=[CH:6][CH:7]=[CH:8][CH:9]=2)[CH:4]=[C:3]([NH:11][C:12](=[O:28])[C@@H:13]2[CH2:17][C@@H:16]([N:18]=[N+]=[N-])[CH2:15][N:14]2[C:21]([O:23][C:24]([CH3:27])([CH3:26])[CH3:25])=[O:22])[CH:2]=1>[Pd].CO>[N:1]1[C:10]2[C:5](=[CH:6][CH:7]=[CH:8][CH:9]=2)[CH:4]=[C:3]([NH:11][C:12](=[O:28])[C@@H:13]2[CH2:17][C@@H:16]([NH2:18])[CH2:15][N:14]2[C:21]([O:23][C:24]([CH3:26])([CH3:25])[CH3:27])=[O:22])[CH:2]=1. Product: N1=CC(=CC2=CC=CC=C12)NC([C@H]1N(C[C@@H](C1)N)C(=O)OC(C)(C)C)=O (trans-4-Amino-N-tert-Butoxycarbonyl-L-Proline 3-Quinolylamide). The reactants are ClC1=CC=C(C=C1)C1=NC(C=2N(C3=C1C(=C(S3)C)C)C(=NN2)C)(CC(=O)O)C(=O)OCC ((±)-4-(4-chlorophenyl)-6-ethoxycarbonyl-2,3,9-trimethyl-6H-thieno[3,2-f][1,2,4]triazolo-[4,3-a][1,4]diazepine-6-acetic acid), [OH-].[Na+] (Sodium hydroxide). Solvent: C(C)O (Ethanol), C(C)O (ethanol). Product: ClC1=CC=C(C=C1)C1=NC(C=2N(C3=C1C(=C(S3)C)C)C(=NN2)C)CC(=O)O ((±)-4-(4-chlorophenyl)-2,3,9-trimethyl-6H-thieno[3,2-f][1,2,4]triazolo-[4,3-a][1,4]diazepine-6-acetic acid). The yield is 54.9%. RXN SMILES: [Cl:1][C:2]1[CH:7]=[CH:6][C:5]([C:8]2[C:14]3[C:15]([CH3:19])=[C:16]([CH3:18])[S:17][C:13]=3[N:12]3[C:20]([CH3:23])=[N:21][N:22]=[C:11]3[C:10](C(OCC)=O)([CH2:24][C:25]([OH:27])=[O:26])[N:9]=2)=[CH:4][CH:3]=1.[OH-].[Na+]>C(O)C>[Cl:1][C:2]1[CH:3]=[CH:4][C:5]([C:8]2[C:14]3[C:15]([CH3:19])=[C:16]([CH3:18])[S:17][C:13]=3[N:12]3[C:20]([CH3:23])=[N:21][N:22]=[C:11]3[CH:10]([CH2:24][C:25]([OH:27])=[O:26])[N:9]=2)=[CH:6][CH:7]=1 |f:1.2|. Procedure details: Ethanol (500 ml) is added to (±)-4-(4-chlorophenyl)-6-ethoxycarbonyl-2,3,9-trimethyl-6H-thieno[3,2-f][1,2,4]triazolo-[4,3-a][1,4]diazepine-6-acetic acid (43 g), and the mixture is stirred at room temperature. 2N Sodium hydroxide (182 ml) is added and the mixture is stirred at 50° C. overnight. After the completion of the reaction, ethanol is distilled away, and the residue is adjusted to pH 4-5 with acetic acid. Then, the resulting mixture is stirred at 60° C. for 30 minutes and cooled to room t... The reactants are COCOC1=C(CO)C=C(C=C1)C(F)(F)F (2-methoxymethoxy-5-(trifluoromethyl)benzyl alcohol), OS(=O)(=O)O (H2SO4). Run in CO (methanol). Yields the product OCC1=C(C=CC(=C1)C(F)(F)F)O (2-hydroxymethyl-4-(trifluoromethyl)phenol). Isolated yield 97.6%. Reaction SMILES: COC[O:4][C:5]1[CH:12]=[CH:11][C:10]([C:13]([F:16])([F:15])[F:14])=[CH:9][C:6]=1[CH2:7][OH:8].OS(O)(=O)=O>CO>[OH:8][CH2:7][C:6]1[CH:9]=[C:10]([C:13]([F:15])([F:16])[F:14])[CH:11]=[CH:12][C:5]=1[OH:4]. Procedure details: To the solution of 2-methoxymethoxy-5-(trifluoromethyl)benzyl alcohol (3.15 g) from Example 60 in methanol (20 ml) was added 10% H2SO4 (5 ml) for reflux under heating for 1 hour. The solvent was removed under reduced pressure. To the residue was added water, the aqueous layer was extracted with ether. The ether layer was washed with water and saturated sodium chloride solution, and dried over anhydrous sodium sulfate. The solvent was removed under reduced pressure, to give the title compound (2....